Dataset: the Open Reaction Database (ORD), a public repository of structured organic reaction records. Task: describe an organic reaction: reactants, conditions, products, and yield Starting materials: Cl (hydrochloric acid), C([O-])(O)=O.[Na+] (sodium bicarbonate), [Li]CCCC (n-BuLi), BrC1=CC(=C(C=C1)Cl)CC1=CC=C(C=C1)OC (4-bromo-1-chloro-2-(4-methoxybenzyl)benzene), C[Si](O[C@H]1C(O[C@@H]([C@H]([C@@H]1O[Si](C)(C)C)O[Si](C)(C)C)CO[Si](C)(C)C)=O)(C)C ((3R,4S,5R,6R)-3,4,5-tris(trimethylsilyloxy)-6-((trimethylsilyloxy)methyl)tetrahydro-2H-pyran-2-one). Solvent: CO (methanol), C1(=CC=CC=C1)C (toluene), C1CCOC1.C1(=CC=CC=C1)C (THF toluene). Run at temperature -78 celsius, time 40 minute. The product is ClC1=C(C=C(C=C1)[C@@]1(O[C@@H]([C@H]([C@@H]([C@H]1O)O)O)CO)OC)CC1=CC=C(C=C1)OC ((2S,3R,4S,5S,6R)-2-(4-chloro-3-(4-methoxybenzyl)phenyl)-6-(hydroxymethyl)-2-methoxytetrahydro-2H-pyran-3,4,5-triol). Isolated yield 101.3%. Reaction SMILES: [Li][CH2:2]CCC.Br[C:7]1[CH:12]=[CH:11][C:10]([Cl:13])=[C:9]([CH2:14][C:15]2[CH:20]=[CH:19][C:18]([O:21][CH3:22])=[CH:17][CH:16]=2)[CH:8]=1.C[Si](C)(C)[O:25][C@@H:26]1[C@@H:31]([O:32][Si](C)(C)C)[C@H:30]([O:37][Si](C)(C)C)[C@@H:29]([CH2:42][O:43][Si](C)(C)C)[O:28][C:27]1=[O:48].Cl.C(=O)(O)[O-].[Na+]>C1COCC1.C1(C)C=CC=CC=1.C1(C)C=CC=CC=1.CO>[Cl:13][C:10]1[CH:11]=[CH:12][C:7]([C@@:27]2([O:48][CH3:2])[C@H:26]([OH:25])[C@@H:31]([OH:32])[C@H:30]([OH:37])[C@@H:29]([CH2:42][OH:43])[O:28]2)=[CH:8][C:9]=1[CH2:14][C:15]1[CH:20]=[CH:19][C:18]([O:21][CH3:22])=[CH:17][CH:16]=1 |f:4.5,6.7|. Reported procedure: A cold (−78° C.) solution of n-BuLi (124 mL, 2.5 M in hexane, 0.310 mol) was added dropwise under argon to a solution of 4-bromo-1-chloro-2-(4-methoxybenzyl)benzene (80 g, 0.258 mol) in dry THF/toluene (1:2 (v/v), 480 mL) cooled at −78° C. at such a rate as to keep the reaction temperature below −70° C. After the addition, the mixture was stirred for 40 min before transferred by a cannula to a stirred solution of (3R,4S,5R,6R)-3,4,5-tris(trimethylsilyloxy)-6-((trimethylsilyloxy)methyl)tetrahydro... Reactants: COC(=O)C1=NC=C(N=C1N)OC (3-amino-5-methoxy-pyrazine-2-carboxylic acid methyl ester), [OH-].[Na+] (sodium hydroxide), Cl (HCl), C1(=CC=CC=C1)C (toluene). Solvent: C1CCOC1 (THF). Conditions: time 29 hour. The product is NC=1C(=NC(=CN1)OC)C(=O)O (3-Amino-6-methoxy-pyrazine-2-carboxylic acid), [Cl-].[Na+] (sodium chloride). As a reaction SMILES: C[O:2][C:3]([C:5]1[C:10]([NH2:11])=[N:9][C:8](OC)=[CH:7][N:6]=1)=[O:4].[OH-:14].[Na+:15].[ClH:16].[C:17]1(C)C=CC=CC=1>C1COCC1>[NH2:11][C:10]1[C:5]([C:3]([OH:4])=[O:2])=[N:6][C:7]([O:14][CH3:17])=[CH:8][N:9]=1.[Cl-:16].[Na+:15] |f:1.2,7.8|. Procedure details: To a solution of 200 mg (1.092 mmol) 3-amino-5-methoxy-pyrazine-2-carboxylic acid methyl ester in 4 ml THF was added 1.20 ml (1.20 mmol) i N sodium hydroxide and the mixture was stirred at room temperature for 29 h. To the mixture were added 1.09 ml (1.09 mmol) 1N HCl after stirring for 5 min toluene was added and the solvents were evaporated to provide the title compound together with sodium chloride as colorless solid. The mixture was used for coupling reactions without further purification. The reactants are CCOC(=O)C(=Cc1cccc(OC)c1)CC, C1CCOC1, CCOC(C)=O, Cl, [Li+], [OH-], O. Yields the product CCC(=Cc1cccc(OC)c1)C(=O)O. RXN SMILES: [CH2:1]([CH3:2])[O:3][C:4]([C:5]([CH2:6][CH3:7])=[CH:8][c:9]1[cH:10][c:11]([O:15][CH3:16])[cH:12][cH:13][cH:14]1)=[O:17].[CH2:21]1[O:22][CH2:23][CH2:24][CH2:25]1.[CH3:26][CH2:27][O:28][C:29]([CH3:30])=[O:31].[ClH:32].[Li+:19].[OH-:18].[OH2:20]>>[O:3]=[C:4]([C:5]([CH2:6][CH3:7])=[CH:8][c:9]1[cH:10][c:11]([O:15][CH3:16])[cH:12][cH:13][cH:14]1)[OH:17]. Reactants: CC(C)(C)OC(=O)N1CCC(CCOc2nc(C#N)nc(NCC3CCC4(CCC4)CC3)c2N)CC1, O=S(=O)(Cl)Cc1ccccc1, CN(C)c1ccncc1, CCOC(C)=O, ClCCl, c1ccncc1. The product is CC(C)(C)OC(=O)N1CCC(CCOc2nc(C#N)nc(NCC3CCC4(CCC4)CC3)c2NS(=O)(=O)Cc2ccccc2)CC1. RXN SMILES: [C:12]([CH3:13])([CH3:14])([CH3:15])[O:16][C:17](=[O:18])[N:19]1[CH2:20][CH2:21][CH:22]([CH2:25][CH2:26][O:27][c:28]2[n:29][c:30]([C:46]#[N:47])[n:31][c:32]([NH:35][CH2:36][CH:37]3[CH2:38][CH2:39][C:40]4([CH2:41][CH2:42][CH2:43]4)[CH2:44][CH2:45]3)[c:33]2[NH2:34])[CH2:23][CH2:24]1.[CH2:1]([c:2]1[cH:3][cH:4][cH:5][cH:6][cH:7]1)[S:8](=[O:9])(=[O:10])[Cl:11].[CH3:57][N:58]([c:59]1[cH:60][cH:61][n:62][cH:63][cH:64]1)[CH3:65].[CH3:66][CH2:67][O:68][C:69]([CH3:70])=[O:71].[Cl:54][CH2:55][Cl:56].[cH:48]1[cH:49][cH:50][n:51][cH:52][cH:53]1>>[CH2:1]([c:2]1[cH:3][cH:4][cH:5][cH:6][cH:7]1)[S:8](=[O:9])(=[O:10])[NH:34][c:33]1[c:28]([O:27][CH2:26][CH2:25][CH:22]2[CH2:21][CH2:20][N:19]([C:17]([O:16][C:12]([CH3:13])([CH3:14])[CH3:15])=[O:18])[CH2:24][CH2:23]2)[n:29][c:30]([C:46]#[N:47])[n:31][c:32]1[NH:35][CH2:36][CH:37]1[CH2:38][CH2:39][C:40]2([CH2:41][CH2:42][CH2:43]2)[CH2:44][CH2:45]1. Starting materials: CCCCCCCCCCCCN, O=CC(O)C(O)C(O)C(O)CO. The product is NCCCCCCCCCCCCC1OC(CO)C(O)C(O)C1O. As a reaction SMILES: [CH2:13]([CH2:14][CH2:15][CH2:16][CH2:17][CH2:18][CH2:19][CH2:20][CH2:21][CH2:22][CH2:23][CH3:24])[NH2:25].[O:1]=[CH:2][CH:3]([OH:4])[CH:5]([OH:6])[CH:7]([OH:8])[CH:9]([OH:10])[CH2:11][OH:12]>>[CH:2]1([CH2:24][CH2:23][CH2:22][CH2:21][CH2:20][CH2:19][CH2:18][CH2:17][CH2:16][CH2:15][CH2:14][CH2:13][NH2:25])[CH:3]([OH:4])[CH:5]([OH:6])[CH:7]([OH:8])[CH:9]([CH2:11][OH:12])[O:10]1. As a reaction SMILES: [CH2:39]1[CH2:40][CH2:41][CH2:42][O:43]1.[CH3:1][S:2]([O:3][CH:6]([CH2:7][O:8][Si:9]([CH3:10])([CH3:11])[C:12]([CH3:13])([CH3:14])[CH3:15])[c:16]1[cH:17][c:18]([NH:22][C:23](=[O:24])[O:25][CH2:26][c:27]2[cH:28][cH:29][cH:30][cH:31][cH:32]2)[cH:19][cH:20][cH:21]1)(=[O:4])=[O:5].[CH3:33][O:34][CH:35]([CH3:36])[NH2:37].[OH2:38]>>[CH:6]([CH2:7][O:8][Si:9]([CH3:10])([CH3:11])[C:12]([CH3:13])([CH3:14])[CH3:15])([c:16]1[cH:17][c:18]([NH:22][C:23](=[O:24])[O:25][CH2:26][c:27]2[cH:28][cH:29][cH:30][cH:31][cH:32]2)[cH:19][cH:20][cH:21]1)[NH:37][CH2:40][CH2:39][O:43][CH3:42]. Product: COCCNC(CO[Si](C)(C)C(C)(C)C)c1cccc(NC(=O)OCc2ccccc2)c1. The reactants are C1CCOC1, CC(C)(C)[Si](C)(C)OCC(OS(C)(=O)=O)c1cccc(NC(=O)OCc2ccccc2)c1, COC(C)N, O.